This data is from the Open Reaction Database (ORD), a public repository of structured organic reaction records. The task is: describe an organic reaction: reactants, conditions, products, and yield Reactants: CC(=O)[O-], [Na+], Oc1cccc(O)c1, O=C(O)c1ccccc1. Product: O=C(c1ccccc1)c1ccc(O)cc1O. RXN SMILES: [C:18]([O-:19])(=[O:20])[CH3:21].[Na+:22].[OH:1][c:2]1[cH:3][cH:4][cH:5][c:6]([OH:7])[cH:8]1.[OH:9][C:10](=[O:11])[c:12]1[cH:13][cH:14][cH:15][cH:16][cH:17]1>>[OH:1][c:2]1[c:3]([C:10](=[O:9])[c:12]2[cH:13][cH:14][cH:15][cH:16][cH:17]2)[cH:4][cH:5][c:6]([OH:7])[cH:8]1. The reactants are [Cl-].[Na+] (sodium chloride), ClC1=NC2=CC(=C(C=C2C(=N1)C=1C=C(C=CC1)NC(C)=O)OC)OC (N-[3-(2-chloro-6,7-dimethoxyquinazolin-4-yl)phenyl]acetamide), O1CCCC1 (tetrahydrofuran), CN (methylamine). Run in C(C)(=O)OCC (ethyl acetate), CO (methanol), CO (methanol). Run at temperature 50 celsius, time 2 hour. Yields the product COC=1C=C2C(=NC(=NC2=CC1OC)NC)C=1C=C(C=CC1)NC(C)=O (N-{3-[6,7-dimethoxy-2-(methylamino)quinazolin-4-yl]phenyl}acetamide). The yield is 91.1%. As a reaction SMILES: Cl[C:2]1[N:11]=[C:10]([C:12]2[CH:13]=[C:14]([NH:18][C:19](=[O:21])[CH3:20])[CH:15]=[CH:16][CH:17]=2)[C:9]2[C:4](=[CH:5][C:6]([O:24][CH3:25])=[C:7]([O:22][CH3:23])[CH:8]=2)[N:3]=1.O1CCCC1.[CH3:31][NH2:32].[Cl-].[Na+]>C(OCC)(=O)C.CO>[CH3:23][O:22][C:7]1[CH:8]=[C:9]2[C:4](=[CH:5][C:6]=1[O:24][CH3:25])[N:3]=[C:2]([NH:32][CH3:31])[N:11]=[C:10]2[C:12]1[CH:13]=[C:14]([NH:18][C:19](=[O:21])[CH3:20])[CH:15]=[CH:16][CH:17]=1 |f:3.4|. Procedure: To 353 mg (0.96 mmol) of N-[3-(2-chloro-6,7-dimethoxyquinazolin-4-yl)phenyl]acetamide, tetrahydrofuran (2.06 mL), and methanol (1.03 mL) was added a methanol solution (2.06 mL) of 40% methylamine, and the mixture was reacted at 90° C. for 9 hours. The mixture was allowed to cool and then poured into a mixed solution of ethyl acetate (30 mL) and 5% w/w sodium chloride solution (30 mL) while washing with tetrahydrofuran (30 mL) to extract the organic layer. The organic layer was washed with 5% w/w... Starting materials: C(=O)=O (CO2), [Na] (sodium), C[C@@H]1[C@@H]2[C@H](C(=O)N2C(=C1S[C@H]3C[C@H](NC3)C(=O)NC=4C=CC=C(C4)C(=O)O)C(=O)O)[C@@H](C)O (Ertapenem), C([O-])(O)=O.[Na+] (sodium bicarbonate). Reagents/catalysts: [Pd].[C] (Pd carbon). Solvent: O.C(O)(O)=O (carbonic acid water), C1CCOC1 (THF), CN(C)C=O (DMF), C(C)(=O)OCC (ethyl acetate). The product is C[C@@H]1[C@@H]2[C@H](C(=O)N2C(=C1S[C@H]3C[C@H](NC3)C(=O)NC4=CC=CC(=C4)C(=O)[O-])C(=O)[O-])[C@@H](C)O.[Na+].[Na+] (Ertapenem disodium), ( I ). As a reaction SMILES: [Na].[CH3:2][C@H:3]1[C:10]([S:11][C@@H:12]2[CH2:16][NH:15][C@H:14]([C:17]([NH:19][C:20]3[CH:21]=[CH:22][CH:23]=[C:24]([C:26]([OH:28])=[O:27])[CH:25]=3)=[O:18])[CH2:13]2)=[C:9]([C:29]([OH:31])=[O:30])[N:8]2[C@H:4]1[C@@H:5]([C@H:32]([OH:34])[CH3:33])[C:6]2=[O:7].C(=O)(O)[O-].[Na+:39].C(=O)=O>O.C(=O)(O)O.C1COCC1.CN(C=O)C.C(OCC)(=O)C.[Pd].[C]>[CH3:2][C@H:3]1[C:10]([S:11][C@@H:12]2[CH2:16][NH:15][C@H:14]([C:17]([NH:19][C:20]3[CH:25]=[C:24]([C:26]([O-:28])=[O:27])[CH:23]=[CH:22][CH:21]=3)=[O:18])[CH2:13]2)=[C:9]([C:29]([O-:31])=[O:30])[N:8]2[C@H:4]1[C@@H:5]([C@H:32]([OH:34])[CH3:33])[C:6]2=[O:7].[Na+:39].[Na+:39] |f:2.3,5.6,10.11,12.13.14,^1:0|. Procedure details: To the solution of sodium salt of di-protected Ertapenem (IV) (50 g) in carbonic acid water (500 ml), THF (100 ml), DMF (25 ml) and ethyl acetate (1000 mL) and sodium bicarbonate (6.5 gm) in autoclave, Pd/carbon charged and subjected to hydrogenation with 8 to 10 Kg pressure at 5-10° C. After completion of reaction CO2 gas was purged, the reaction mass was filtered. The aqueous layer was separated, washed with ethyl acetate and the residual solvents in aqueous layer removed using degassing techn... Starting materials: S1C(=CC=C1)[Sn](CCCC)(CCCC)CCCC (2-thienyltributyl tin), IC=1SC=CC1P(=O)(OCC)OCC (2-iodo-3-diethoxyphosphorylthiophene). The reagents and catalysts are [Cu]Cl (Copper(I) chloride). Run in O1CCCC1 (tetrahydrofuran). Product: C(C)OP(=O)(OCC)C1=C(SC=C1)C=1SC=CC1 (3-diethoxyphosphoryl-[2,2′]-bithiophene). As a reaction SMILES: [S:1]1[CH:5]=[CH:4][CH:3]=[C:2]1[Sn](CCCC)(CCCC)CCCC.I[C:20]1[S:21][CH:22]=[CH:23][C:24]=1[P:25]([O:30][CH2:31][CH3:32])([O:27][CH2:28][CH3:29])=[O:26]>O1CCCC1.[Cu]Cl>[CH2:28]([O:27][P:25]([C:24]1[CH:23]=[CH:22][S:21][C:20]=1[C:2]1[S:1][CH:5]=[CH:4][CH:3]=1)([O:30][CH2:31][CH3:32])=[O:26])[CH3:29]. Reported procedure: Copper(I) chloride (2.5 equivalents) was charged into a reaction container, to which 2-thienyltributyl tin (2.5 equivalents) and 2-iodo-3-diethoxyphosphorylthiophene were added under nitrogen atmosphere while being dissolved in tetrahydrofuran, followed by heating under reflux for 20 hours. After completion of the reaction, the reaction solution was filtered through celite and the resulting residue was washed with ethyl acetate. The filtrate was washed three times with a 1N hydrochloric acid aqu... Starting materials: C(C)OC(C1(CCN(CC1)C(=O)OC(C)(C)C)C)=O (N-tert-butoxycarbonyl-4-methyl-isonipecotic acid ethyl ester), [OH-].[Na+] (NaOH). Run in C1CCOC1 (THF), C(C)O (ethanol), OS(=O)(=O)[O-].[K+] (KHSO4). Yields the product C(C)(C)(C)OC(=O)N1CCC(C(=O)O)(CC1)C (N-tert-butoxycarbonyl-4-methylisonipecotic acid). Isolated yield 26.5%. Reaction SMILES: C([O:3][C:4](=[O:19])[C:5]1([CH3:18])[CH2:10][CH2:9][N:8]([C:11]([O:13][C:14]([CH3:17])([CH3:16])[CH3:15])=[O:12])[CH2:7][CH2:6]1)C.[OH-].[Na+]>C1COCC1.C(O)C.OS([O-])(=O)=O.[K+]>[C:14]([O:13][C:11]([N:8]1[CH2:9][CH2:10][C:5]([CH3:18])([C:4]([OH:19])=[O:3])[CH2:6][CH2:7]1)=[O:12])([CH3:17])([CH3:15])[CH3:16] |f:1.2,5.6|. Reported procedure: To a stirring solution of N-tert-butoxycarbonyl-4-methyl-isonipecotic acid ethyl ester (17.4 mmol, 4.73 g) in THF (50 mL) and ethanol (50 mL) was added 50% NaOH (50 mL) and the mixture heated to reflux overnight. The reaction was diluted with 10% KHSO4 (600 mL) and cone. H2 SO4 (5 mL) and extracted with ethyl acetate (2×250 mL). The organic layers were combined, washed with water (500 mL) and brine, dried over anhydrous sodium sulfate, and evaporated under reduced pressure. The residue was tritu... The reactants are Br, Cl, Nc1nc(-c2cc(C(F)(F)F)ccc2F)cs1, Cc1ccc(S(=O)(=O)Cl)cc1, c1ccncc1. The product is Cc1ccc(S(=O)(=O)Nc2nc(-c3cc(C(F)(F)F)ccc3F)cs2)cc1. As a reaction SMILES: [BrH:1].[ClH:30].[F:2][c:3]1[c:4](-[c:13]2[n:14][c:15]([NH2:18])[s:16][cH:17]2)[cH:5][c:6]([C:9]([F:10])([F:11])[F:12])[cH:7][cH:8]1.[c:19]1([CH3:29])[cH:20][cH:21][c:22]([S:25](=[O:26])(=[O:27])[Cl:28])[cH:23][cH:24]1.[cH:31]1[cH:32][cH:33][n:34][cH:35][cH:36]1>>[F:2][c:3]1[c:4](-[c:13]2[n:14][c:15]([NH:18][S:25]([c:22]3[cH:21][cH:20][c:19]([CH3:29])[cH:24][cH:23]3)(=[O:26])=[O:27])[s:16][cH:17]2)[cH:5][c:6]([C:9]([F:10])([F:11])[F:12])[cH:7][cH:8]1. The reactants are C#CC1(O)CCC(C2CCC(CCC)CC2)CC1, C1CCOC1, CCCCCC, CS(C)=O, CI, [Li]CCCC. The product is C#CC1(OC)CCC(C2CCC(CCC)CC2)CC1. RXN SMILES: [C:6](#[CH:7])[C:8]1([OH:23])[CH2:9][CH2:10][CH:11]([CH:14]2[CH2:15][CH2:16][CH:17]([CH2:20][CH2:21][CH3:22])[CH2:18][CH2:19]2)[CH2:12][CH2:13]1.[CH2:32]1[O:33][CH2:34][CH2:35][CH2:36]1.[CH3:26][CH2:27][CH2:28][CH2:29][CH2:30][CH3:31].[CH3:37][S:38](=[O:39])[CH3:40].[I:24][CH3:25].[Li:1][CH2:2][CH2:3][CH2:4][CH3:5]>>[CH3:2][O:23][C:8]1([C:6]#[CH:7])[CH2:9][CH2:10][CH:11]([CH:14]2[CH2:15][CH2:16][CH:17]([CH2:20][CH2:21][CH3:22])[CH2:18][CH2:19]2)[CH2:12][CH2:13]1.